From a dataset of the Open Reaction Database (ORD), a public repository of structured organic reaction records. describe an organic reaction: reactants, conditions, products, and yield Reactants: [Br-].C(=O)(O)CCCC[P+](C1=CC=CC=C1)(C1=CC=CC=C1)C1=CC=CC=C1 (4-carboxybutyltriphenylphosphonium bromide), ice water, [H-].[Na+] (sodium hydride), ( E )-isomer, C1(=CC=CC=C1)CCC=O (3-Phenyl-propionaldehyde). Run in CS(=O)C (dimethyl sulphoxide), CS(=O)C (dimethyl sulphoxide). Conditions: time 10 minute. Yields the product C1(=CC=CC=C1)CC\C=C/CCCC(=O)O ((Z)-8-Phenyl-5-octenoic acid). As a reaction SMILES: [H-].[Na+].[Br-].[C:4]([CH2:7][CH2:8][CH2:9][CH2:10][P+](C1C=CC=CC=1)(C1C=CC=CC=1)C1C=CC=CC=1)([OH:6])=[O:5].[C:30]1([CH2:36][CH2:37][CH:38]=O)[CH:35]=[CH:34][CH:33]=[CH:32][CH:31]=1>CS(C)=O>[C:30]1([CH2:36][CH2:37]/[CH:38]=[CH:10]\[CH2:9][CH2:8][CH2:7][C:4]([OH:6])=[O:5])[CH:31]=[CH:32][CH:33]=[CH:34][CH:35]=1 |f:0.1,2.3|. Procedure: A stirred suspension of sodium hydride (12.0 g, 50% dispersion in oil) in dry dimethyl sulphoxide (100 ml) was heated to 70° to 75° C. under nitrogen for 40 minutes. The dark solution was cooled, a solution of 4-carboxybutyltriphenylphosphonium bromide (53 g) in dry dimethyl sulphoxide (100 ml) was added over 20 minutes at 20° to 25° C., and the solution was stirred for a further 10 minutes. 3-Phenyl-propionaldehyde (12.5 ml) was added with cooling to maintain a temperature of 30° to 35° C. and ... Reactants: Cl.C(C)OC(CCN)=O (β-alanine ethyl ester hydrochloride), O.ON1N=NC2=C1C=CC=C2 (1-hydroxybenzotriazole monohydrate), C1(CCCCC1)C(C=1OC2=C(C1C)C=C(C=C2)F)NC=2C=CC(=NC2)C(=O)O (5-{[cyclohexyl(5-fluoro-3-methyl-1-benzofuran-2-yl)methyl]amino}pyridine-2-carboxylic acid), Cl.C(C)N=C=NCCCN(C)C (1-ethyl-3-(3-dimethylaminopropyl)carbodiimide hydrochloride), [Cl-].[NH4+] (ammonium chloride). Solvent: CN(C=O)C (N,N-dimethylformamide), C(C)N(CC)CC (triethylamine). Reaction conditions: time 8 hour. Yields the product C1(CCCCC1)C(C=1OC2=C(C1C)C=C(C=C2)F)NC=2C=CC(=NC2)C(=O)NCCC(=O)OCC (ethyl 3-{[(5-{[cyclohexyl(5-fluoro-3-methyl-1-benzofuran-2-yl)methyl]amino}pyridin-2-yl)carbonyl]amino}propanoate). The yield is 95.6%. As a reaction SMILES: [CH:1]1([CH:7]([NH:19][C:20]2[CH:21]=[CH:22][C:23]([C:26]([OH:28])=O)=[N:24][CH:25]=2)[C:8]2[O:9][C:10]3[CH:17]=[CH:16][C:15]([F:18])=[CH:14][C:11]=3[C:12]=2[CH3:13])[CH2:6][CH2:5][CH2:4][CH2:3][CH2:2]1.Cl.[CH2:30]([O:32][C:33](=[O:37])[CH2:34][CH2:35][NH2:36])[CH3:31].O.ON1C2C=CC=CC=2N=N1.Cl.C(N=C=NCCCN(C)C)C.[Cl-].[NH4+]>CN(C)C=O.C(N(CC)CC)C>[CH:1]1([CH:7]([NH:19][C:20]2[CH:21]=[CH:22][C:23]([C:26]([NH:36][CH2:35][CH2:34][C:33]([O:32][CH2:30][CH3:31])=[O:37])=[O:28])=[N:24][CH:25]=2)[C:8]2[O:9][C:10]3[CH:17]=[CH:16][C:15]([F:18])=[CH:14][C:11]=3[C:12]=2[CH3:13])[CH2:6][CH2:5][CH2:4][CH2:3][CH2:2]1 |f:1.2,3.4,5.6,7.8|. Procedure: To a mixture of 5-{[cyclohexyl(5-fluoro-3-methyl-1-benzofuran-2-yl)methyl]amino}pyridine-2-carboxylic acid (300 mg) synthesized above, β-alanine ethyl ester hydrochloride (181 mg), 1-hydroxybenzotriazole monohydrate (181 mg), triethylamine (328 μL) and N,N-dimethylformamide (10 mL) was added 1-ethyl-3-(3-dimethylaminopropyl)carbodiimide hydrochloride (226 mg), and the mixture was stirred at room temperature overnight. Saturated aqueous ammonium chloride solution was added to quench the reaction,... Starting materials: S1C(=CC=C1)C(=O)Cl (thiophene-2-carboxylic acid chloride), BrC1=C(C(=O)O)C=C(C=C1)OC (2-bromo-5-methoxybenzoic acid), halogen-lithium. Product: COC=1C=CC(=C(C(=O)O)C1)C(=O)C=1SC=CC1 (5-Methoxy-2-(thiophene-2-carbonyl)benzoic acid). RXN SMILES: [S:1]1[CH:5]=[CH:4][CH:3]=[C:2]1[C:6](Cl)=[O:7].Br[C:10]1[CH:18]=[CH:17][C:16]([O:19][CH3:20])=[CH:15][C:11]=1[C:12]([OH:14])=[O:13]>>[CH3:20][O:19][C:16]1[CH:17]=[CH:18][C:10]([C:6]([C:2]2[S:1][CH:5]=[CH:4][CH:3]=2)=[O:7])=[C:11]([CH:15]=1)[C:12]([OH:14])=[O:13]. Procedure details: This compound is obtained according to the procedure described in 1.1. by reacting thiophene-2-carboxylic acid chloride and 2-bromo-5-methoxybenzoic acid after halogen-lithium exchange. It is used in crude form in the following reaction. The reactants are CC(C)(C)OC(=O)CN(CCCCCCCCNC(=O)OC(C)(C)C)Cc1ccccn1, ClCCl, O=C(O)C(F)(F)F, NS(=O)(=O)c1ccc(NC(=S)NCCCCCCCCN(CC(=O)O)Cc2ccccn2)cc1. Yields the product NCCCCCCCCN(CC(=O)O)Cc1ccccn1. As a reaction SMILES: [C:35]([O:36][C:37]([NH:38][CH2:39][CH2:40][CH2:41][CH2:42][CH2:43][CH2:44][CH2:45][CH2:46][N:47]([CH2:48][c:49]1[cH:50][cH:51][cH:52][cH:53][n:54]1)[CH2:55][C:56]([O:57][C:58]([CH3:59])([CH3:60])[CH3:61])=[O:62])=[O:63])([CH3:64])([CH3:65])[CH3:66].[Cl:67][CH2:68][Cl:69].[F:70][C:71]([F:72])([F:73])[C:74]([OH:75])=[O:76].[n:1]1[c:2]([CH2:7][N:8]([CH2:9][C:10](=[O:11])[OH:12])[CH2:13][CH2:14][CH2:15][CH2:16][CH2:17][CH2:18][CH2:19][CH2:20][NH:21][C:22]([NH:23][c:24]2[cH:25][cH:26][c:27]([S:28](=[O:29])(=[O:30])[NH2:31])[cH:32][cH:33]2)=[S:34])[cH:3][cH:4][cH:5][cH:6]1>>[n:1]1[c:2]([CH2:7][N:8]([CH2:9][C:10](=[O:11])[OH:12])[CH2:13][CH2:14][CH2:15][CH2:16][CH2:17][CH2:18][CH2:19][CH2:20][NH2:21])[cH:3][cH:4][cH:5][cH:6]1. The reactants are OC(COC1=C2C(=CNC2=CC=C1)C=O)CN(CC1=CC=CC=C1)C(C)C (4-[2-Hydroxy-3-(N-benzylisopropylamino)-propoxy]-3-formylindole), C(C1=CC=CC=C1)(=O)O.OC1=NC2=CC=CC=C2C1(C=O)OCCCNC(C)C (2-hydroxy-3-(isopropylamino-propoxy]-3-formylindole benzoate). Reagents/catalysts: [Pd] (palladiumcharcoal). Run in CO (methanol). The product is C(C1=CC=CC=C1)(=O)O.OC(COC1=C2C(=CNC2=CC=C1)C=O)CNC(C)C (4-[2-hydroxy-3-(isopropylamino)-propoxy]-3-formylindole benzoate). Reaction SMILES: [OH:1][CH:2]([CH2:16][N:17]([CH:25]([CH3:27])[CH3:26])CC1C=CC=CC=1)[CH2:3][O:4][C:5]1[CH:13]=[CH:12][CH:11]=[C:10]2[C:6]=1[C:7]([CH:14]=[O:15])=[CH:8][NH:9]2.[C:28]([OH:36])(=[O:35])[C:29]1[CH:34]=[CH:33][CH:32]=[CH:31][CH:30]=1.OC1C(OCCCNC(C)C)(C=O)C2C(=CC=CC=2)N=1>[Pd].CO>[C:28]([OH:36])(=[O:35])[C:29]1[CH:34]=[CH:33][CH:32]=[CH:31][CH:30]=1.[OH:1][CH:2]([CH2:16][NH:17][CH:25]([CH3:27])[CH3:26])[CH2:3][O:4][C:5]1[CH:13]=[CH:12][CH:11]=[C:10]2[C:6]=1[C:7]([CH:14]=[O:15])=[CH:8][NH:9]2 |f:1.2,5.6|. Reported procedure: 6.6 g. 4-[2-hydroxy-3-(N-benzylisopropylamino)-propoxy]-3-formylindole (see Example 1) are dissolved in 150 ml. methanol, mixed with 0.5 g. 10% palladiumcharcoal and hydrogenated at ambient temperature and under a hydrogen pressure of 1 bar. The reaction mixture is subsequently filtered and concentrated to a volume of about 20 ml. and the equivalent amount of benzoic acid is added thereto. After suction filtration, there are obtained 3.1 g. (44% of theory) 4-[2-hydroxy-3-(isopropylamino-propoxy]... Reactants: BrC1=C(C(=O)O)C=C(C=C1)S(=O)(=O)Cl (2-bromo-5-chlorosulfonyl benzoic acid), N1C=CC2=CC=CC=C12 (indole), [H-].[Na+] (sodium hydride). The solvent is O1CCCC1 (tetrahydrofuran), O1CCCC1 (tetrahydrofuran), C1CCOC1 (THF). Conditions: temperature 25 celsius, time 10 minute. Yields the product BrC1=C(C(=O)O)C=C(C=C1)S(=O)(=O)N1C=CC2=CC=CC=C12 (2-Bromo-5-(indole-1-sulfonyl) benzoic acid). Yield: 87.8%. RXN SMILES: [H-].[Na+].[NH:3]1[C:11]2[C:6](=[CH:7][CH:8]=[CH:9][CH:10]=2)[CH:5]=[CH:4]1.[Br:12][C:13]1[CH:21]=[CH:20][C:19]([S:22](Cl)(=[O:24])=[O:23])=[CH:18][C:14]=1[C:15]([OH:17])=[O:16]>C1COCC1>[Br:12][C:13]1[CH:21]=[CH:20][C:19]([S:22]([N:3]2[C:11]3[C:6](=[CH:7][CH:8]=[CH:9][CH:10]=3)[CH:5]=[CH:4]2)(=[O:24])=[O:23])=[CH:18][C:14]=1[C:15]([OH:17])=[O:16] |f:0.1|. Procedure: To a cooled (20° C.) suspension of sodium hydride (6.59 grams, 164.74 mmol) in 20 mL of THF, was added solution of indole (6.24 grams, 53.33 mmol in 25 mL tetrahydrofuran), slowly over a period of 10 minutes, maintaining mass temperature at 25° C. under nitrogen atmosphere. The mass was diluted with tetrahydrofuran (20 mL). The reaction mixture was further stirred for 1 hour at the same temperature. Then added a solution of 2-bromo-5-chlorosulfonyl benzoic acid (20.01 grams, 66.81 mmol) in tetra... The product is O=C1CN(CCCN1)C=1SC(=CN1)C=1C=C(C=C(C1)NC1=NC=CC(=N1)C(F)(F)F)NC(C)=O (N-(3-[2-(3-oxo-1,4-diazepan-1-yl)-1,3-thiazol-5-yl]-5-{[4-(trifluoromethyl)pyrimidin-2-yl]amino}phenyl)acetamide). Run in ClCCl (dichloromethane). RXN SMILES: [C:1]([NH:4][C:5]1[CH:6]=[C:7]([N:24]([C:32]2[N:37]=[C:36]([C:38]([F:41])([F:40])[F:39])[CH:35]=[CH:34][N:33]=2)C(=O)OC(C)(C)C)[CH:8]=[C:9]([C:11]2[S:15][C:14]([N:16]3[CH2:22][CH2:21][CH2:20][NH:19][C:18](=[O:23])[CH2:17]3)=[N:13][CH:12]=2)[CH:10]=1)(=[O:3])[CH3:2].FC(F)(F)C(O)=O>ClCCl>[O:23]=[C:18]1[NH:19][CH2:20][CH2:21][CH2:22][N:16]([C:14]2[S:15][C:11]([C:9]3[CH:10]=[C:5]([NH:4][C:1](=[O:3])[CH3:2])[CH:6]=[C:7]([NH:24][C:32]4[N:37]=[C:36]([C:38]([F:39])([F:41])[F:40])[CH:35]=[CH:34][N:33]=4)[CH:8]=3)=[CH:12][N:13]=2)[CH2:17]1. Run at time 1 hour. Isolated yield 73.1%. Starting materials: C(C)(=O)NC=1C=C(C=C(C1)C1=CN=C(S1)N1CC(NCCC1)=O)N(C(OC(C)(C)C)=O)C1=NC=CC(=N1)C(F)(F)F (tert-butyl {3-(acetylamino)-5-[2-(3-oxo-1,4-diazepan-1-yl)-1,3-thiazol-5-yl]phenyl}[4-(trifluoromethyl)pyrimidin-2-yl]carbamate), FC(C(=O)O)(F)F (trifluoroacetic acid). Reported procedure: To a solution of tert-butyl {3-(acetylamino)-5-[2-(3-oxo-1,4-diazepan-1-yl)-1,3-thiazol-5-yl]phenyl}[4-(trifluoromethyl)pyrimidin-2-yl]carbamate (79 mg, 0.134 mmol) in dichloromethane (1 mL) at room temperatrue, under nitrogen, was added trifluoroacetic acid (1 mL, 13 mmol). The mixture was stirred at room temperature for 1 h and concentrated to dryness. The residue was partitioned between ethyl acetate and 5% aqueous sodium bicarbonate. The solid product precipitated in the two phases. The orga... The reactants are C(C)(=O)SCCC1OC2=C(C1)C(=C(C(=C2C)C)O)C (2-(RS)-(2-acetylthioethyl)-2,3-dihydro-5-hydroxy-4,6,7-trimethylbenzofurane), N (NH3). Solvent: CC(=O)C (acetone). Run at time 16 hour. Yields the product SCCC1OC2=C(C1)C(=C(C(=C2C)C)O)C (2-(RS)-(2-mercaptoethyl)-2,3-dihydro-5-hydroxy-4,6,7-trimethylbenzofurane). Yield: 99.2%. As a reaction SMILES: C([S:4][CH2:5][CH2:6][CH:7]1[CH2:11][C:10]2[C:12]([CH3:19])=[C:13]([OH:18])[C:14]([CH3:17])=[C:15]([CH3:16])[C:9]=2[O:8]1)(=O)C.N>CC(C)=O>[SH:4][CH2:5][CH2:6][CH:7]1[CH2:11][C:10]2[C:12]([CH3:19])=[C:13]([OH:18])[C:14]([CH3:17])=[C:15]([CH3:16])[C:9]=2[O:8]1. Procedure details: A solution of 5.1 g of 2-(RS)-(2-acetylthioethyl)-2,3-dihydro-5-hydroxy-4,6,7-trimethylbenzofurane in 90 ml of acetone is treated with 20 ml of a 25% NH3 solution under nitrogen and stirred for 16 hours. After acidification, the mixture is extracted with ethyl acetate, and the extracts are dried and evaporated. The obtained 4.3 g of a white solid is obtained that can be crystallized with benzene. m.p. 163°-165° C.; IR (KBr): 3351 (νOH), 1237 cm-1 (νAr--O--CH); 1H-NMR (DMSO-d6): δ5.1-4.4 (1H,m), ...